describe an organic reaction: reactants, conditions, products, and yield From a dataset of the Open Reaction Database (ORD), a public repository of structured organic reaction records. RXN SMILES: [BH3:1].[CH2:17]1[O:18][CH2:19][CH2:20][CH2:21]1.[CH3:14][OH:15].[OH2:16].[OH:2][C:3](=[O:4])[c:5]1[cH:6][c:7]([Cl:8])[c:9]([OH:10])[c:11]([Cl:12])[cH:13]1>>[OH:2][CH2:3][c:5]1[cH:6][c:7]([Cl:8])[c:9]([OH:10])[c:11]([Cl:12])[cH:13]1. Reactants: B, C1CCOC1, CO, O, O=C(O)c1cc(Cl)c(O)c(Cl)c1. Yields the product OCc1cc(Cl)c(O)c(Cl)c1. Reactants: C(N)(=O)N1C(C=CC1=O)=O (N-carbamylmaleimide), C(C(=C)C)(=O)OCCO (2-hydroxyethyl methacrylate). Reagents/catalysts: [Cl-].[Zn+2].[Cl-] (zinc chloride). Run in C(C)#N (acetonitrile). Conditions: time 6 hour. Yields the product C(\C=C/C(NC(N)=O)=O)(=O)O.C(C(=C)C)(=O)OCCO (2-hydroxyethyl methacrylate maleurate). Isolated yield 138.8%. Reaction SMILES: [C:1]([N:4]1[C:8](=[O:9])[CH:7]=[CH:6][C:5]1=[O:10])(=[O:3])[NH2:2].[C:11]([O:16][CH2:17][CH2:18][OH:19])(=[O:15])[C:12]([CH3:14])=[CH2:13]>C(#N)C.[Cl-].[Zn+2].[Cl-]>[C:5]([OH:10])(=[O:15])/[CH:6]=[CH:7]\[C:8](=[O:9])[NH:4][C:1](=[O:3])[NH2:2].[C:11]([O:16][CH2:17][CH2:18][OH:19])(=[O:15])[C:12]([CH3:14])=[CH2:13] |f:3.4.5,6.7|. Procedure: A mixture of 140 g of N-carbamylmaleimide (1 mole), 130 g of 2-hydroxyethyl methacrylate (1 mole) and 1.36 g of zinc chloride (0.01 moles) in 200 mL of acetonitrile was heated to reflux. After 6 hours, the acetonitrile was evaporated and 500 mL of H2O was added. The solid was filtered and dried to afford 200 g (74% yield) of 2-hydroxyethyl methacrylate maleurate. M.P.: 62°-4° C. (dec.); 1H NMR (CDCl3): δ10.5 (br s, 1H), 8.2 (br s, 1H), 6.4 (m, 2H), 6.1 (m, 1H), 5.8 (br s, 1H), 5.6 (m, 1H), 4.4 (... Reactants: CC(=O)Oc1ccc(C=CC(=O)Nc2cc(Oc3ccccc3)ccc2C(=O)OC(C)(C)C)cc1, O=C(O)C(F)(F)F. The product is CC(=O)Oc1ccc(C=CC(=O)Nc2cc(Oc3ccccc3)ccc2C(=O)O)cc1. RXN SMILES: [C:1]([CH3:2])(=[O:3])[O:4][c:5]1[cH:6][cH:7][c:8]([CH:11]=[CH:12][C:13](=[O:14])[NH:15][c:16]2[c:17]([C:18](=[O:19])[O:20][C:21]([CH3:22])([CH3:23])[CH3:24])[cH:25][cH:26][c:27]([O:29][c:30]3[cH:31][cH:32][cH:33][cH:34][cH:35]3)[cH:28]2)[cH:9][cH:10]1.[OH:36][C:37]([C:38]([F:39])([F:40])[F:41])=[O:42]>>[C:1]([CH3:2])(=[O:3])[O:4][c:5]1[cH:6][cH:7][c:8]([CH:11]=[CH:12][C:13](=[O:14])[NH:15][c:16]2[c:17]([C:18](=[O:19])[OH:20])[cH:25][cH:26][c:27]([O:29][c:30]3[cH:31][cH:32][cH:33][cH:34][cH:35]3)[cH:28]2)[cH:9][cH:10]1. Starting materials: O=C([O-])[O-], ClCCl, CN1CCC2(CC1)C(=O)c1cc(F)ccc1Sc1ccccc12, [K+], [K+], N#CBr. The product is N#CN1CCC2(CC1)C(=O)c1cc(F)ccc1Sc1ccccc12. Reaction SMILES: [C:27](=[O:28])([O-:29])[O-:30].[CH2:33]([Cl:34])[Cl:35].[F:1][c:2]1[cH:3][c:4]2[c:5]([cH:22][cH:23]1)[S:6][c:7]1[c:8]([cH:18][cH:19][cH:20][cH:21]1)[C:9]1([C:10]2=[O:11])[CH2:12][CH2:13][N:14]([CH3:17])[CH2:15][CH2:16]1.[K+:31].[K+:32].[N:24]#[C:25][Br:26]>>[F:1][c:2]1[cH:3][c:4]2[c:5]([cH:22][cH:23]1)[S:6][c:7]1[c:8]([cH:18][cH:19][cH:20][cH:21]1)[C:9]1([C:10]2=[O:11])[CH2:12][CH2:13][N:14]([C:17]#[N:24])[CH2:15][CH2:16]1.